Dataset: the Open Reaction Database (ORD), a public repository of structured organic reaction records. Task: describe an organic reaction: reactants, conditions, products, and yield Starting materials: CCN(C(C)C)C(C)C (DIPEA), Cl.N1CCC(=CC1)CC=1SC=CN1 (2-((1,2,3,6-tetrahydro-pyridin-4-yl)methyl)thiazole hydrochloride), CC1(CC=2C=C(C=NC2NC1=O)/C=C/C(=O)O)C ((E)-3-(6,6-dimethyl-7-oxo-5,6,7,8-tetrahydro-1,8-naphthyridin-3-yl)acrylic acid), C=1C=CC2=C(C1)N=NN2O (HOBt), CCN=C=NCCCN(C)C.Cl (EDC.HCl), ice water. Run in CN(C)C=O (DMF). Run at temperature 27.5 celsius, time 16 hour. Product: CC1(C(NC2=NC=C(C=C2C1)\C=C\C(N1CC=C(CC1)CC=1SC=CN1)=O)=O)C ((E)-3,3-dimethyl-6-(3-oxo-3-(4-(thiazol-2-ylmethyl)-5,6-dihydropyridin-1(2H)-yl)prop-1-en-1-yl)-3,4-dihydro-1,8-naphthyridin-2(1H)-one). The yield is 64.2%. As a reaction SMILES: CCN(C(C)C)C(C)C.Cl.[NH:11]1[CH2:16][CH:15]=[C:14]([CH2:17][C:18]2[S:19][CH:20]=[CH:21][N:22]=2)[CH2:13][CH2:12]1.[CH3:23][C:24]1([CH3:40])[C:33](=[O:34])[NH:32][C:31]2[N:30]=[CH:29][C:28](/[CH:35]=[CH:36]/[C:37](O)=[O:38])=[CH:27][C:26]=2[CH2:25]1.C1C=CC2N(O)N=NC=2C=1.CCN=C=NCCCN(C)C.Cl>CN(C=O)C>[CH3:23][C:24]1([CH3:40])[CH2:25][C:26]2[C:31](=[N:30][CH:29]=[C:28](/[CH:35]=[CH:36]/[C:37](=[O:38])[N:11]3[CH2:12][CH2:13][C:14]([CH2:17][C:18]4[S:19][CH:20]=[CH:21][N:22]=4)=[CH:15][CH2:16]3)[CH:27]=2)[NH:32][C:33]1=[O:34] |f:1.2,5.6|. Procedure details: DIPEA (0.33 mL, 1.83 mmol) was added to a stirred solution of 2-((1,2,3,6-tetrahydro-pyridin-4-yl)methyl)thiazole hydrochloride (Intermediate-2) (158 mg, 0.73 mmol), (E)-3-(6,6-dimethyl-7-oxo-5,6,7,8-tetrahydro-1,8-naphthyridin-3-yl)acrylic acid (Intermediate-22) (150 mg, 0.61 mmol), HOBt (98 mg, 0.73 mmol) and EDC.HCl (232 mg, 1.22 mmol) in dry DMF (2 mL) at 20-35° C. and the reaction mixture was allowed to stir at 20-35° C. for 16 h. Then the reaction mixture was poured into ice water (50 mL) ... Reactants: ( 2 ), NC1=CC=CC=C1 (aniline), C(C)(C)(C)NC1=NC=CC=2C(=CC=CC12)C(=O)NC1=C(C=CC(=C1)C(NC1=CC(=CC=C1)C(F)(F)F)=O)C (1-(t-butylamino)-N-(2-methyl-5-((3-(trifluoromethyl)phenyl)carbamoyl)phenyl)isoquinoline-5-carboxamide), NC=1C=C(C=CC1)C(C#N)(C)C (2-(3-aminophenyl)-2-methylpropanenitrile). Product: NC1=NC=CC=2C(=CC=CC12)C(=O)NC1=C(C=CC(=C1)C(NC1=CC(=CC=C1)C(C)(C)C#N)=O)C (1-amino-N-(5-((3-(2-cyanopropan-2-yl)phenyl)carbamoyl)-2-methylphenyl)isoquinoline-5-carboxamide). The yield is 20.0%. As a reaction SMILES: C([NH:5][C:6]1[C:15]2[CH:14]=[CH:13][CH:12]=[C:11]([C:16]([NH:18][C:19]3[CH:24]=[C:23]([C:25](=[O:37])[NH:26][C:27]4[CH:32]=[CH:31][CH:30]=[C:29](C(F)(F)F)[CH:28]=4)[CH:22]=[CH:21][C:20]=3[CH3:38])=[O:17])[C:10]=2[CH:9]=[CH:8][N:7]=1)(C)(C)C.NC1C=[C:42]([C:46](C)([CH3:49])[C:47]#[N:48])C=CC=1.NC1C=CC=CC=1>>[NH2:5][C:6]1[C:15]2[CH:14]=[CH:13][CH:12]=[C:11]([C:16]([NH:18][C:19]3[CH:24]=[C:23]([C:25](=[O:37])[NH:26][C:27]4[CH:32]=[CH:31][CH:30]=[C:29]([C:46]([C:47]#[N:48])([CH3:49])[CH3:42])[CH:28]=4)[CH:22]=[CH:21][C:20]=3[CH3:38])=[O:17])[C:10]=2[CH:9]=[CH:8][N:7]=1. Procedure details: The procedures of Steps (1), (2) and (3) of Example 2 and Step (4) of Example 1 were repeated step by step, except for using 2-(3-aminophenyl)-2-methylpropanenitrile obtained in Step (2) above instead of aniline in Step (1) of Example 2 to obtain the title compound (14 mg, 20%). The reactants are CCOC(=O)CCCCCCC(=O)Nc1ccc2c(c1)C(c1ccccc1)=NC(C)C(=O)N2C, CN1C(=O)CN=C(c2ccccc2)c2cc(N)ccc21. The product is CCOC(=O)CCCCCCC(=O)Nc1ccc2c(c1)C(c1ccccc1)=NCC(=O)N2C. As a reaction SMILES: [CH3:1][N:2]1[C:3](=[O:34])[CH:4]([CH3:33])[N:5]=[C:6]([c:27]2[cH:28][cH:29][cH:30][cH:31][cH:32]2)[c:7]2[c:8]1[cH:9][cH:10][c:11]([NH:13][C:14]([CH2:15][CH2:16][CH2:17][CH2:18][CH2:19][CH2:20][C:21](=[O:22])[O:23][CH2:24][CH3:25])=[O:26])[cH:12]2.[NH2:35][c:36]1[cH:37][cH:38][c:39]2[c:53]([cH:54]1)[C:46]([c:47]1[cH:48][cH:49][cH:50][cH:51][cH:52]1)=[N:45][CH2:44][C:42](=[O:43])[N:40]2[CH3:41]>>[CH3:1][N:2]1[C:3](=[O:34])[CH2:4][N:5]=[C:6]([c:27]2[cH:28][cH:29][cH:30][cH:31][cH:32]2)[c:7]2[c:8]1[cH:9][cH:10][c:11]([NH:13][C:14]([CH2:15][CH2:16][CH2:17][CH2:18][CH2:19][CH2:20][C:21](=[O:22])[O:23][CH2:24][CH3:25])=[O:26])[cH:12]2. Run in O (water), COCCOCCOC (diglyme). Procedure details: The mixture of 3-(5-amino-4-carboxypyrazol-1-yl)benzoic acid (19.4 g) in diglyme (200 ml) was heated under reflux for 6 hours. To the mixture was added a mixture of ethyl acetate and water, and adjusted to pH 9 with 20% aqueous potassium carbonate solution. The separated aqueous layer was adjusted to pH 3.5 with 6N-hydrochloric acid and the mixture was extracted with a solution of ethyl acetate and tetrahydrofuran. The extract layer was washed with brine, dried over magnesium sulfate and evapora... Reaction SMILES: [NH2:1][C:2]1[N:6]([C:7]2[CH:8]=[C:9]([CH:13]=[CH:14][CH:15]=2)[C:10]([OH:12])=[O:11])[N:5]=[CH:4][C:3]=1C(O)=O.C(OCC)(=O)C.C(=O)([O-])[O-].[K+].[K+].Cl>COCCOCCOC.O>[NH2:1][C:2]1[N:6]([C:7]2[CH:8]=[C:9]([CH:13]=[CH:14][CH:15]=2)[C:10]([OH:12])=[O:11])[N:5]=[CH:4][CH:3]=1 |f:2.3.4|. Starting materials: C(C)(=O)OCC (ethyl acetate), Cl (hydrochloric acid), NC1=C(C=NN1C=1C=C(C(=O)O)C=CC1)C(=O)O (3-(5-amino-4-carboxypyrazol-1-yl)benzoic acid), C([O-])([O-])=O.[K+].[K+] (potassium carbonate). The yield is 47.6%. Product: NC1=CC=NN1C=1C=C(C(=O)O)C=CC1 (3-(5-aminopyrazol-1-yl)benzoic acid). Starting materials: N1=CC=CC=C1 (pyridine), N/C(/C(=O)OCC)=C(/C(=O)OCC)\Cl (diethyl 2-amino-3-chloromaleate), C(C)(=O)O (acetic acid). The product is COC=1C=C(C(=NC1)C(=O)OCC)C(=O)OCC (Diethyl 5-methoxypyridine-2,3-dicarboxylate). RXN SMILES: N1C=C[CH:4]=[CH:3][CH:2]=1.[NH2:7]/[C:8](=[C:14](\Cl)/[C:15]([O:17][CH2:18][CH3:19])=[O:16])/[C:9]([O:11][CH2:12][CH3:13])=[O:10].[C:21](O)(=[O:23])C>>[CH3:21][O:23][C:3]1[CH:4]=[C:14]([C:15]([O:17][CH2:18][CH3:19])=[O:16])[C:8]([C:9]([O:11][CH2:12][CH3:13])=[O:10])=[N:7][CH:2]=1. Procedure details: 83 g (1.05 mol) of pyridine were added to 221.5 g (1.0 mol) of diethyl 2-amino-3-chloromaleate in 250 ml of glacial acetic acid at 80° C. while stirring. 90 g (1.05 mol) of mathoxyacrolein were then added at 120° C. in the course of 30 minutes, gentle refluxing being established without heating. The reaction mixture was stirred for 3 hours at 120° C. and then evaporated down under reduced pressure, water was added to the residue and the mixture was extracted with methylene chloride. After filtra... The reactants are COC=1C=C2C(=CC=NC2=CC1OCC1OC1)OC1=C(C=C(C=C1)C)C(=O)C1=CC=CC=C1 ((2-{[6-Methoxy-7-(2-oxiranylmethoxy)-4-quinolyl]oxy}-5-methylphenyl)(phenyl)methanone), C(C)NCC (diethylamine), O (water). Solvent: CN(C=O)C (N,N-dimethylformamide). Run at temperature 80 celsius, time 8 hour. The product is C(C)N(CC(COC1=C(C=C2C(=CC=NC2=C1)OC1=C(C=C(C=C1)C)C(=O)C1=CC=CC=C1)OC)O)CC ([2-({7-[3-(Diethylamino)-2-hydroxypropoxy]-6-methoxy-4-quinolyl}oxy)-5-methylphenyl](phenyl)methanone). Yield: 46.2%. As a reaction SMILES: [CH3:1][O:2][C:3]1[CH:4]=[C:5]2[C:10](=[CH:11][C:12]=1[O:13][CH2:14][CH:15]1[CH2:17][O:16]1)[N:9]=[CH:8][CH:7]=[C:6]2[O:18][C:19]1[CH:24]=[CH:23][C:22]([CH3:25])=[CH:21][C:20]=1[C:26]([C:28]1[CH:33]=[CH:32][CH:31]=[CH:30][CH:29]=1)=[O:27].[CH2:34]([NH:36][CH2:37][CH3:38])[CH3:35].O>CN(C)C=O>[CH2:34]([N:36]([CH2:37][CH3:38])[CH2:17][CH:15]([OH:16])[CH2:14][O:13][C:12]1[CH:11]=[C:10]2[C:5]([C:6]([O:18][C:19]3[CH:24]=[CH:23][C:22]([CH3:25])=[CH:21][C:20]=3[C:26]([C:28]3[CH:29]=[CH:30][CH:31]=[CH:32][CH:33]=3)=[O:27])=[CH:7][CH:8]=[N:9]2)=[CH:4][C:3]=1[O:2][CH3:1])[CH3:35]. Procedure details: (2-{[6-Methoxy-7-(2-oxiranylmethoxy)-4-quinolyl]oxy}-5-methylphenyl)(phenyl)methanone (39 mg) and diethylamine (19 mg) were suspended in N,N-dimethylformamide (3 ml), and the suspension was stirred at 80° C. overnight. The reaction solution was cooled to room temperature, water was then added to the reaction solution, and the mixture was extracted with ethyl acetate. The ethyl acetate layer was then washed with water and saturated brine and was dried over anhydrous sodium sulfate. The solvent wa... The reactants are COc1ccc(CC(Cc2ccc(OC)cc2)N2C(=O)C(C(C)O)C2C(=O)O)cc1, CO, [Na+], [OH-], O=S(=O)(O)O. Product: COC(=O)C1C(C(C)O)C(=O)N1C(Cc1ccc(OC)cc1)Cc1ccc(OC)cc1. As a reaction SMILES: [C:1](=[O:2])([OH:3])[CH:4]1[CH:5]([CH:28]([CH3:29])[OH:30])[C:6](=[O:27])[N:7]1[CH:8]([CH2:9][c:10]1[cH:11][cH:12][c:13]([O:16][CH3:17])[cH:14][cH:15]1)[CH2:18][c:19]1[cH:20][cH:21][c:22]([O:25][CH3:26])[cH:23][cH:24]1.[CH3:38][OH:39].[Na+:37].[OH-:36].[S:31](=[O:32])(=[O:33])([OH:34])[OH:35]>>[C:1]([O:2][CH3:38])(=[O:3])[CH:4]1[CH:5]([CH:28]([CH3:29])[OH:30])[C:6](=[O:27])[N:7]1[CH:8]([CH2:9][c:10]1[cH:11][cH:12][c:13]([O:16][CH3:17])[cH:14][cH:15]1)[CH2:18][c:19]1[cH:20][cH:21][c:22]([O:25][CH3:26])[cH:23][cH:24]1. Starting materials: O=C([O-])O, CCOC(C)=O, Cl, [Na+], O, Cc1ccc(S(=O)(=O)Cl)cc1, OCc1cnc[nH]1. Product: Cc1ccc(S(=O)(=O)n2cncc2CO)cc1. RXN SMILES: [C:1](=[O:2])([OH:3])[O-:4].[CH3:26][CH2:27][O:28][C:29](=[O:30])[CH3:31].[ClH:6].[Na+:5].[OH2:25].[S:14](=[O:15])(=[O:16])([c:17]1[cH:18][cH:19][c:20]([CH3:21])[cH:22][cH:23]1)[Cl:24].[nH:7]1[cH:8][n:9][cH:10][c:11]1[CH2:12][OH:13]>>[n:7]1([S:14](=[O:15])(=[O:16])[c:17]2[cH:18][cH:19][c:20]([CH3:21])[cH:22][cH:23]2)[cH:8][n:9][cH:10][c:11]1[CH2:12][OH:13].